This data is from the Open Reaction Database (ORD), a public repository of structured organic reaction records. The task is: describe an organic reaction: reactants, conditions, products, and yield Reactants: C(C1=CC=CC=C1)N(CC1=CC=CC=C1)CC1OCC(NC1)=O (6-((dibenzylamino)methyl)morpholin-3-one). Reagents/catalysts: [OH-].[OH-].[Pd+2] (Pd(OH)2/C). Solvent: CCO (EtOH). Yields the product NCC1OCC(NC1)=O (6-(aminomethyl)morpholin-3-one). Reaction SMILES: C([N:8]([CH2:16][CH:17]1[CH2:22][NH:21][C:20](=[O:23])[CH2:19][O:18]1)CC1C=CC=CC=1)C1C=CC=CC=1>CCO.[OH-].[OH-].[Pd+2]>[NH2:8][CH2:16][CH:17]1[CH2:22][NH:21][C:20](=[O:23])[CH2:19][O:18]1 |f:2.3.4|. Procedure: A solution of 6-((dibenzylamino)methyl)morpholin-3-one (340 mg, 1.09 mmol), Pd(OH)2/C (170 mg) in EtOH (30 mL) was stirred equipped under H2 balloon overnight. The solution was filtered and concentrated to give white oil. The crude product was used directly for next step without purification. The reactants are C28H29N5O3S, C(C)(=O)OCC.C(C)O.N (ethyl acetate ethanol ammonia), C1(=CC=CC=C1)N(C(=O)C1=CC2=C(N(C(=N2)CSC2=CC=C(C=C2)C#N)C)C=C1)CCC(=O)OCC (1-methyl-2-[(4-cyanophenyl)thiomethyl]benzimidazol-5-yl-carboxylic acid-N-phenyl-N-(2-ethoxycarbonylethyl)amide), Cl (hydrochloric acid), C([O-])([O-])=O.[NH4+].[NH4+] (ammonium carbonate). Solvent: C(C)O (ethanol). The product is Cl.C1(=CC=CC=C1)N(C(=O)C1=CC2=C(N(C(=N2)CSC2=CC=C(C=C2)C(N)=N)C)C=C1)CCC(=O)OCC (1-Methyl-2-[(4-amidinophenyl)thiomethyl]benzimidazol-5-yl-carboxlic acid-N-phenyl-N-(2-ethoxycarbonylethyl)amide hydrochloride). Isolated yield 90.0%. RXN SMILES: [C:1]1([N:7]([CH2:30][CH2:31][C:32]([O:34][CH2:35][CH3:36])=[O:33])[C:8]([C:10]2[CH:29]=[CH:28][C:13]3[N:14]([CH3:27])[C:15]([CH2:17][S:18][C:19]4[CH:24]=[CH:23][C:22]([C:25]#[N:26])=[CH:21][CH:20]=4)=[N:16][C:12]=3[CH:11]=2)=[O:9])[CH:6]=[CH:5][CH:4]=[CH:3][CH:2]=1.[ClH:37].C(=O)([O-])[O-].[NH4+:42].[NH4+].C(OCC)(=O)C.C(O)C.N>C(O)C>[ClH:37].[C:1]1([N:7]([CH2:30][CH2:31][C:32]([O:34][CH2:35][CH3:36])=[O:33])[C:8]([C:10]2[CH:29]=[CH:28][C:13]3[N:14]([CH3:27])[C:15]([CH2:17][S:18][C:19]4[CH:24]=[CH:23][C:22]([C:25](=[NH:42])[NH2:26])=[CH:21][CH:20]=4)=[N:16][C:12]=3[CH:11]=2)=[O:9])[CH:2]=[CH:3][CH:4]=[CH:5][CH:6]=1 |f:2.3.4,5.6.7,9.10|. Reported procedure: Prepared analogously to Example 27 from 1-methyl-2-[(4-cyanophenyl)thiomethyl]benzimidazol-5-yl-carboxylic acid-N-phenyl-N-(2-ethoxycarbonylethyl)amide, and ethanolic hydrochloric acid, ethanol, and ammonium carbonate. Yield: 90% of theory, C28H29N5O3S (515.64); Rf value: 0.24 (silica gel; ethyl acetate/ethanol/ammonia=50:45:5); EKA mass spectrum: (M+H)+=516; (M+H+Na)++=269.7.